This data is from the Open Reaction Database (ORD), a public repository of structured organic reaction records. The task is: describe an organic reaction: reactants, conditions, products, and yield The product is O=C1NCCCCCCCCCCC1C(C(=O)N)CCC ((2-oxoazacyclotridecan-3-yl)valeramide). Starting materials: C(C)OP(=O)(CN1C(C=2C(C1=O)=CC=CC2)=O)CC(C(=O)O)CC(C)C (2(RS)-[[(RS)-(ethoxy)(phthalimidomethyl)phosphinyl]methyl]-4-methylvaleric acid), NC1NC(CCCCCCCCCC1)=O ((-)-3-amino-2-azacyclotridecanone). Reported procedure: In a manner analogous to that described in Example 1(A)(iv), from 1.9 g of 2(RS)-[[(RS)-(ethoxy)(phthalimidomethyl)phosphinyl]methyl]-4-methylvaleric acid and 1.0 g of (-)-3-amino-2-azacyclotridecanone, there were obtained 2.1 g of 2(RS)-[[(RS)-(ethoxy)(phthalimidomethyl)phosphinyl]methyl]-4-methyl-N(R or S)-(2-oxoazacyclotridecan-3-yl)valeramide in the form of a white solid. RXN SMILES: C(OP(CC(CC(C)C)C(O)=O)(C[N:7]1[C:11](=[O:12])[C:10]2=CC=[CH:15][CH:16]=[C:9]2C1=O)=O)C.N[CH:28]1[CH2:40][CH2:39][CH2:38][CH2:37][CH2:36][CH2:35][CH2:34][CH2:33][CH2:32][CH2:31][C:30](=[O:41])[NH:29]1>>[O:41]=[C:30]1[CH:31]([CH:10]([CH2:9][CH2:16][CH3:15])[C:11]([NH2:7])=[O:12])[CH2:32][CH2:33][CH2:34][CH2:35][CH2:36][CH2:37][CH2:38][CH2:39][CH2:40][CH2:28][NH:29]1.